Dataset: the Open Reaction Database (ORD), a public repository of structured organic reaction records. Task: describe an organic reaction: reactants, conditions, products, and yield The reactants are FC1=CC=C(C=C1)C1=C(C(=NN1)NC(CC)=O)C1=CC=NC=C1 (5-(4-fluorophenyl)-3-propionylamino-4-(4-pyridyl)pyrazole), COC1=CC=C(C=C1)P1(SP(S1)(C1=CC=C(C=C1)OC)=S)=S (2,4-bis(4-methoxyphenyl)-1,3-dithia-2,4-diphosphetane-2,4-disulfide), C1(=CC=CC=C1)C (toluene), Cl (hydrochloric acid). Solvent: C(C)(=O)OCC (ethyl acetate). Product: FC1=CC=C(C=C1)C1=C(C(=NN1)NC(CC)=S)C1=CC=NC=C1 (5-(4-fluorophenyl)-4-(4-pyridyl)-3-thiopropionylamino-pyrazole). The yield is 61.4%. Reaction SMILES: [F:1][C:2]1[CH:7]=[CH:6][C:5]([C:8]2[NH:12][N:11]=[C:10]([NH:13][C:14](=O)[CH2:15][CH3:16])[C:9]=2[C:18]2[CH:23]=[CH:22][N:21]=[CH:20][CH:19]=2)=[CH:4][CH:3]=1.COC1C=CC(P2(=S)SP(=S)(C3C=CC(OC)=CC=3)[S:33]2)=CC=1.C1(C)C=CC=CC=1.Cl>C(OCC)(=O)C>[F:1][C:2]1[CH:7]=[CH:6][C:5]([C:8]2[NH:12][N:11]=[C:10]([NH:13][C:14](=[S:33])[CH2:15][CH3:16])[C:9]=2[C:18]2[CH:23]=[CH:22][N:21]=[CH:20][CH:19]=2)=[CH:4][CH:3]=1. Reported procedure: 175 mg of 5-(4-fluorophenyl)-3-propionylamino-4-(4-pyridyl)pyrazole and 450 mg of 2,4-bis(4-methoxyphenyl)-1,3-dithia-2,4-diphosphetane-2,4-disulfide were added to 30 ml of toluene, followed by heating under reflux for 2 hours. After the reaction mixture was cooled, 10% hydrochloric acid and ethyl acetate were added thereto. The aqueous layer was separated, neutralized with a saturation solution of sodium hydrogen carbonate, and extracted with chloroform-methanol (5:1). After the organic layer w... Reactants: CN=C=O (methyl isocyanate), N(N)C=1CN=C(C2=C(N1)SC(=C2)CC)C2=C(C=CC=C2)Cl (2-hydrazino-5-o-chlorophenyl-7-ethyl-3H-thieno[ 2,3-e] [1,4] diazepine), ice water. The solvent is O1CCCC1 (tetrahydrofuran). Conditions: time 2 hour. Product: CNC(NNC=1CN=C(C2=C(N1)SC(=C2)CC)C2=C(C=CC=C2)Cl)=O (2-(4-methylsemicarbazido)-5-o-chlorophenyl-7-ethyl-3H-thieno[ 2,3-e][1,4]diazepine). RXN SMILES: [CH3:1][N:2]=[C:3]=[O:4].[NH:5]([C:7]1[CH2:8][N:9]=[C:10]([C:19]2[CH:24]=[CH:23][CH:22]=[CH:21][C:20]=2[Cl:25])[C:11]2[CH:16]=[C:15]([CH2:17][CH3:18])[S:14][C:12]=2[N:13]=1)[NH2:6]>O1CCCC1>[CH3:1][NH:2][C:3](=[O:4])[NH:6][NH:5][C:7]1[CH2:8][N:9]=[C:10]([C:19]2[CH:24]=[CH:23][CH:22]=[CH:21][C:20]=2[Cl:25])[C:11]2[CH:16]=[C:15]([CH2:17][CH3:18])[S:14][C:12]=2[N:13]=1. Procedure details: 1.1 ml of methyl isocyanate is added to a suspension of 5 g of 2-hydrazino-5-o-chlorophenyl-7-ethyl-3H-thieno[ 2,3-e] [1,4] diazepine in 100 ml of tetrahydrofuran, and the resulting mixture is stirred at room temperature for 2 hours. Then the reaction mixture is poured into ice water, and the precipitated crystals are collected by filtration, washed with water, dried, and recrystallized from a mixture of chloroform and ligroin to give 2-(4-methylsemicarbazido)-5-o-chlorophenyl-7-ethyl-3H-thieno[...